describe an organic reaction: reactants, conditions, products, and yield From a dataset of the Open Reaction Database (ORD), a public repository of structured organic reaction records. Reactants: COC(=O)CCCCCNc1ncnc2oc(Br)c(-c3ccccc3)c12, CS(C)=O, [Na+], [Na+], O=C([O-])[O-], OB(O)c1ccccc1. Yields the product COC(=O)CCCCCNc1ncnc2oc(-c3ccccc3)c(-c3ccccc3)c12. RXN SMILES: [CH3:1][O:2][C:3]([CH2:4][CH2:5][CH2:6][CH2:7][CH2:8][NH:9][c:10]1[c:11]2[c:12]([n:13][cH:14][n:15]1)[o:16][c:17]([Br:25])[c:18]2-[c:19]1[cH:20][cH:21][cH:22][cH:23][cH:24]1)=[O:26].[CH3:42][S:43]([CH3:44])=[O:45].[Na+:27].[Na+:28].[O-:29][C:30](=[O:31])[O-:32].[OH:33][B:34]([OH:35])[c:36]1[cH:37][cH:38][cH:39][cH:40][cH:41]1>>[CH3:1][O:2][C:3]([CH2:4][CH2:5][CH2:6][CH2:7][CH2:8][NH:9][c:10]1[c:11]2[c:12]([n:13][cH:14][n:15]1)[o:16][c:17](-[c:36]1[cH:37][cH:38][cH:39][cH:40][cH:41]1)[c:18]2-[c:19]1[cH:20][cH:21][cH:22][cH:23][cH:24]1)=[O:26]. Starting materials: C(C)OC(=O)C=1N=C(N(C(C1O)=O)C)C1=C(C=CC=C1F)F (2-(2,6-difluoro-phenyl)-5-hydroxy-1-methyl-6-oxo-1,6-dihydro-pyrimidine-4-carboxylic acid ethyl ester), ClC=1C=C(CN)C=CC1C (3-chloro-4-methylbenzylamine). Product: ClC=1C=C(CNC(=O)C=2N=C(N(C(C2O)=O)C)C2=C(C=CC=C2F)F)C=CC1C (N-(3-chloro-4-methylbenzyl)-2-(2,6-difluorophenyl)-5-hydroxy-1-methyl-6-oxo-1,6-dihydropyrimidine-4-carboxamide), solid. The yield is 84.0%. As a reaction SMILES: C(O[C:4]([C:6]1[N:7]=[C:8]([C:15]2[C:20]([F:21])=[CH:19][CH:18]=[CH:17][C:16]=2[F:22])[N:9]([CH3:14])[C:10](=[O:13])[C:11]=1[OH:12])=[O:5])C.[Cl:23][C:24]1[CH:25]=[C:26]([CH:29]=[CH:30][C:31]=1[CH3:32])[CH2:27][NH2:28]>>[Cl:23][C:24]1[CH:25]=[C:26]([CH:29]=[CH:30][C:31]=1[CH3:32])[CH2:27][NH:28][C:4]([C:6]1[N:7]=[C:8]([C:15]2[C:16]([F:22])=[CH:17][CH:18]=[CH:19][C:20]=2[F:21])[N:9]([CH3:14])[C:10](=[O:13])[C:11]=1[OH:12])=[O:5]. Reported procedure: Prepared according to the procedure described for example 2 from 2-(2,6-difluoro-phenyl)-5-hydroxy-1-methyl-6-oxo-1,6-dihydro-pyrimidine-4-carboxylic acid ethyl ester (31 mg, 0.1 mmol) and 3-chloro-4-methylbenzylamine (78 mg, 0.5 mmol). The title product was obtained as an off-white solid (35.3 mg, 84% yield). 1HNMR (500 MHz, CDCl3) δ: 12.27 (1H, s), 7.78 (1H, br s), 7.53–7.45 (1H, m), 7.31–7.03 (5H, m), 4.52 (2H, d, J=3.96 Hz), 3.41 (3H, s), 2.33 (3H, s). HRMS (ESI) calcd for C20H17ClF2N3O3 (M+...